This data is from the Open Reaction Database (ORD), a public repository of structured organic reaction records. The task is: describe an organic reaction: reactants, conditions, products, and yield The reactants are COC1=CC(=C(C=C1OC)C=1OC2=C(N1)C(=CC=C2)CNCC2=NC=CC=C2)OCOC (2-(4,5-dimethoxy-2-methoxymethoxyphenyl)-4-(2-pyridylmethyl) aminomethyl benzoxazole), O.C1(=CC=C(C=C1)S(=O)(=O)O)C (p-toluenesulfonic acid monohydrate). The solvent is CO (methanol). Run at time 8 hour. Product: COC1=CC(=C(C=C1OC)C=1OC2=C(N1)C(=CC=C2)CNCC2=NC=CC=C2)O (2-(4,5-dimethoxy-2-hydroxyphenyl)-4-(2-pyridylmethyl) aminomethylbenzoxazole). Isolated yield 88.9%. As a reaction SMILES: [CH3:1][O:2][C:3]1[C:8]([O:9][CH3:10])=[CH:7][C:6]([C:11]2[O:12][C:13]3[CH:19]=[CH:18][CH:17]=[C:16]([CH2:20][NH:21][CH2:22][C:23]4[CH:28]=[CH:27][CH:26]=[CH:25][N:24]=4)[C:14]=3[N:15]=2)=[C:5]([O:29]COC)[CH:4]=1.O.C1(C)C=CC(S(O)(=O)=O)=CC=1>CO>[CH3:1][O:2][C:3]1[C:8]([O:9][CH3:10])=[CH:7][C:6]([C:11]2[O:12][C:13]3[CH:19]=[CH:18][CH:17]=[C:16]([CH2:20][NH:21][CH2:22][C:23]4[CH:28]=[CH:27][CH:26]=[CH:25][N:24]=4)[C:14]=3[N:15]=2)=[C:5]([OH:29])[CH:4]=1 |f:1.2|. Reported procedure: A mixture of 7 (100 mg, 0.23 mmol) and p-toluenesulfonic acid monohydrate (190 mg, 1 mmol) in methanol (20 mL) was stirred overnight at room temperature. After the solvent was evaporated, ethyl acetate (20 mL) was added to the resulting residue which was neutralized by Na2CO3, washed with brine and water, dried over MgSO4, and concentrated in vacuo to give a pale yellow solid that was purified by silica gel column chromatography (ethyl acetate) and crystallized from ethanol to afford a white sol...